From a dataset of the Open Reaction Database (ORD), a public repository of structured organic reaction records. describe an organic reaction: reactants, conditions, products, and yield The reactants are C1=CC(C=C2SC3=CC=CC=C3N=C12)=O (3H-phenothiazin-3-one), [Cr](=O)(=O)([O-])O[Cr](=O)(=O)[O-].[K+].[K+] (potassium dichromate), solution, ClCl (chlorine), ClCl (chlorine), O (H2O), ClCl (chlorine). The solvent is C(C)(=O)O (acetic acid), C(C)(=O)O (acetic acid). Run at time 0.5 hour. The product is ClC=1C(C=CC2=NC3=CC=CC=C3SC12)=O (4-chloro-3H-phenothiazin-3-one). RXN SMILES: [CH:1]1[C:14]2[C:5]([S:6][C:7]3[C:12]([N:13]=2)=[CH:11][CH:10]=[CH:9][CH:8]=3)=[CH:4][C:3](=[O:15])[CH:2]=1.[Cr](O[Cr]([O-])(=O)=O)([O-])(=O)=O.[K+].[K+].[Cl:27]Cl.O>C(O)(=O)C>[Cl:27][C:4]1[C:3](=[O:15])[CH:2]=[CH:1][C:14]2[C:5]=1[S:6][C:7]1[C:12](=[CH:11][CH:10]=[CH:9][CH:8]=1)[N:13]=2 |f:1.2.3|. Reported procedure: To a stirring solution of 500 g (2.34 mol) of 3H-phenothiazin-3-one in 12.5 liters of glacial acetic acid was added 1.25 kg of potassium dichromate. The mixture was stirred at room temperature for 1/2 hour. To this resulting mixture was then added 2.34 mol of a 1M solution of chlorine in glacial acetic acid dropwise over a period of 4 hours. The progress of the reaction was monitored by tlc to ensure no excess chlorine was added. After addition of chlorine was completed the mixture was stirred a... Reactants: CS(=O)(=O)Cl, CCN(C(C)C)C(C)C, ClCCl, CN1CCN(C2=NC(=O)C(=Cc3ccc4c(cnn4Cc4ccc(O)cc4C(F)(F)F)c3)S2)CC1. RXN SMILES: [CH3:45][S:46]([Cl:47])(=[O:48])=[O:49].[CH:36]([N:37]([CH2:38][CH3:39])[CH:40]([CH3:41])[CH3:42])([CH3:43])[CH3:44].[Cl:50][CH2:51][Cl:52].[OH:1][c:2]1[cH:3][c:4]([C:32]([F:33])([F:34])[F:35])[c:5]([CH2:6][n:7]2[n:8][cH:9][c:10]3[cH:11][c:12]([CH:16]=[C:17]4[C:18](=[O:29])[N:19]=[C:20]([N:22]5[CH2:23][CH2:24][N:25]([CH3:28])[CH2:26][CH2:27]5)[S:21]4)[cH:13][cH:14][c:15]23)[cH:30][cH:31]1>>[O:1]([c:2]1[cH:3][c:4]([C:32]([F:33])([F:34])[F:35])[c:5]([CH2:6][n:7]2[n:8][cH:9][c:10]3[cH:11][c:12]([CH:16]=[C:17]4[C:18](=[O:29])[N:19]=[C:20]([N:22]5[CH2:23][CH2:24][N:25]([CH3:28])[CH2:26][CH2:27]5)[S:21]4)[cH:13][cH:14][c:15]23)[cH:30][cH:31]1)[S:46]([CH3:45])(=[O:48])=[O:49]. Yields the product CN1CCN(C2=NC(=O)C(=Cc3ccc4c(cnn4Cc4ccc(OS(C)(=O)=O)cc4C(F)(F)F)c3)S2)CC1. Starting materials: C(C)OC(=O)N1C2CC(CC1CC2)OS(=O)(=O)C (3-methanesulfonyloxy-8-aza-bicyclo[3.2.1]octane-8-carboxylic acid ethyl ester), [N-]=[N+]=[N-].[Na+] (sodium azide). The solvent is C(C)(=O)OCC (ethyl acetate), CN(C)C=O (DMF). Run at temperature 100 celsius, time 5 hour. Product: C(C)OC(=O)N1C2CC(CC1CC2)N=[N+]=[N-] (3-Azido-8-aza-bicyclo[3.2.1]octane-8-carboxylic acid ethyl ester). The yield is 100.8%. Reaction SMILES: [CH2:1]([O:3][C:4]([N:6]1[CH:11]2[CH2:12][CH2:13][CH:7]1[CH2:8][CH:9](OS(C)(=O)=O)[CH2:10]2)=[O:5])[CH3:2].[N-:19]=[N+:20]=[N-:21].[Na+]>CN(C=O)C.C(OCC)(=O)C>[CH2:1]([O:3][C:4]([N:6]1[CH:11]2[CH2:12][CH2:13][CH:7]1[CH2:8][CH:9]([N:19]=[N+:20]=[N-:21])[CH2:10]2)=[O:5])[CH3:2] |f:1.2|. Procedure details: To a solution of 3-methanesulfonyloxy-8-aza-bicyclo[3.2.1]octane-8-carboxylic acid ethyl ester (1.74 g, 6.28 mmol) in DMF (62 mL) was added sodium azide (813 mg, 12.5 mmol) portion-wise. The mixture was heated to 100° C., stirred for 5 hrs, cooled, and diluted with ethyl acetate. The solution was washed three times with water, sodium bicarbonate, brine; dried over Na2SO4, filtered, and concentrated to provide a yellow oil (1.42 g). 1H NMR (300 MHz, CDCl3) δ ppm 1.25 (t, J=7.1 Hz, 3H), 1.68 (m, 4... Reactants: CC(=O)O, C1COCCO1, O, CCCCC(=O)N(Cc1ccc(-c2ccccc2-c2nnn(C(c3ccccc3)(c3ccccc3)c3ccccc3)n2)cc1)c1cccc(C(=O)OCc2oc(=O)oc2C)c1. The product is CCCCC(=O)N(Cc1ccc(-c2ccccc2-c2nnn[nH]2)cc1)c1cccc(C(=O)OCc2oc(=O)oc2C)c1. Reaction SMILES: [CH3:62][C:63](=[O:64])[OH:65].[O:67]1[CH2:68][CH2:69][O:70][CH2:71][CH2:72]1.[OH2:66].[c:1]1([C:2]([c:3]2[cH:4][cH:5][cH:6][cH:7][cH:50]2)([n:8]2[n:9][n:10][c:11](-[c:13]3[c:14](-[c:19]4[cH:20][cH:21][c:22]([CH2:25][N:26]([C:27]([CH2:28][CH2:29][CH2:30][CH3:31])=[O:32])[c:33]5[cH:34][c:35]([C:36](=[O:37])[O:38][CH2:39][c:40]6[o:41][c:42](=[O:46])[o:43][c:44]6[CH3:45])[cH:47][cH:48][cH:49]5)[cH:23][cH:24]4)[cH:15][cH:16][cH:17][cH:18]3)[n:12]2)[c:51]2[cH:52][cH:53][cH:54][cH:55][cH:56]2)[cH:57][cH:58][cH:59][cH:60][cH:61]1>>[n:8]1[n:9][nH:10][c:11](-[c:13]2[c:14](-[c:19]3[cH:20][cH:21][c:22]([CH2:25][N:26]([C:27]([CH2:28][CH2:29][CH2:30][CH3:31])=[O:32])[c:33]4[cH:34][c:35]([C:36](=[O:37])[O:38][CH2:39][c:40]5[o:41][c:42](=[O:46])[o:43][c:44]5[CH3:45])[cH:47][cH:48][cH:49]4)[cH:23][cH:24]3)[cH:15][cH:16][cH:17][cH:18]2)[n:12]1. Reactants: [K] (potassium), C(C)C1(C(C2(C(NC(N2)=O)=O)CC(N1)(C)CC)C)C (7,9-diethyl-6,7,9-trimethyl-1,3,8-triazaspiro[4.5]decane-2,4-dione), C(C)C1(C(C2(C(NC(N2)=O)=O)CC(N1)(C)CC)C)C (7,9-diethyl-6,7,9-trimethyl-1,3,8-triazaspiro[4.5]decane-2,4-dione), CI (methyl iodide), ice water. The solvent is CN(C=O)C (dimethylformamide). Reaction conditions: time 16 hour. The product is C(C)C1(C(C2(C(N(C(N2)=O)C)=O)CC(N1)(C)CC)C)C (7,9-diethyl-3,6,7,9-tetramethyl-1,3,8-triazaspiro[4.5]decane-2,4-dione). Reaction SMILES: [K].[CH2:2]([C:4]1([CH3:20])[NH:15][C:14]([CH2:17][CH3:18])([CH3:16])[CH2:13][C:6]2([NH:10][C:9](=[O:11])[NH:8][C:7]2=[O:12])[CH:5]1[CH3:19])[CH3:3].[CH3:21]I>CN(C)C=O>[CH2:2]([C:4]1([CH3:20])[NH:15][C:14]([CH2:17][CH3:18])([CH3:16])[CH2:13][C:6]2([NH:10][C:9](=[O:11])[N:8]([CH3:21])[C:7]2=[O:12])[CH:5]1[CH3:19])[CH3:3] |^1:0|. Procedure details: To 40 ml of dimethylformamide were added 5.0 g of the potassium salt of 7,9-diethyl-6,7,9-trimethyl-1,3,8-triazaspiro[4.5]decane-2,4-dione (Compound 1) and 11.9 g of methyl iodide; the mixture was stirred at room temperature for 16 hours. The mixture was then poured into 150 g of ice water and extracted with benzene. The benzene extract was washed with ice water and then dried over potassium carbonate. After removing the benzene, the residue was chromatographed through a column of silica gel (el... Reactants: [Cl-].[NH4+] (ammonium chloride), COC(C1=CC(C(=O)OC)=CC(=C1)O)=O (5-hydroxy-isophthalic acid dimethyl ester), IC(C)C (2-iodopropane), C([O-])([O-])=O.[K+].[K+] (potassium carbonate). Run in C(C)(=O)OCC (ethyl acetate), CC(=O)C (acetone). The product is COC(C1=CC(C(=O)OC)=CC(=C1)OC(C)C)=O (5-Isopropoxy-isophthalic acid dimethyl ester). Reaction SMILES: [CH3:1][O:2][C:3](=[O:15])[C:4]1[CH:13]=[C:12]([OH:14])[CH:11]=[C:6]([C:7]([O:9][CH3:10])=[O:8])[CH:5]=1.I[CH:17]([CH3:19])[CH3:18].C(=O)([O-])[O-].[K+].[K+].[Cl-].[NH4+]>CC(C)=O.C(OCC)(=O)C>[CH3:10][O:9][C:7](=[O:8])[C:6]1[CH:11]=[C:12]([O:14][CH:17]([CH3:19])[CH3:18])[CH:13]=[C:4]([C:3]([O:2][CH3:1])=[O:15])[CH:5]=1 |f:2.3.4,5.6|. Procedure: Stir 5-hydroxy-isophthalic acid dimethyl ester (4 g, 19.0 mmol), 2-iodopropane (10.2 mL, 101 mmol), and potassium carbonate (4 g, 28.9 mmol) in acetone (20 mL) at 60° C. overnight. Cool to room temperature and pour into ethyl acetate (100 mL) and 5% aqueous ammonium chloride solution (100 mL). Separate the organic layer and wash it with water, saturated aqueous sodium chloride, dry (sodium sulfate), and concentrate to give the title compound and which is used directly in the next step without fu...